The task is: describe an organic reaction: reactants, conditions, products, and yield. This data is from the Open Reaction Database (ORD), a public repository of structured organic reaction records. Starting materials: CC1=C(C=CC(=C1)C)N1CCN(CC1)C(=O)C1=C(C=C(C=C1)N1S(CCC1)(=O)=O)S(=O)(=O)C ([4-(2,4-Dimethylphenyl)piperazin-1-yl][4-(1,1-dioxo-1λ6-isothiazolidin-2-yl)-2-methanesulfonylphenyl]methanone), Br.C(C)(=O)O (hydrogen bromide acetic acid), C(C)(=O)OCC (ethyl acetate). Solvent: CC(=O)C (acetone). Yields the product Br.CC1=C(C=CC(=C1)C)N1CCN(CC1)C(=O)C1=C(C=C(C=C1)N1S(CCC1)(=O)=O)S(=O)(=O)C ([4-(2,4-dimethylphenyl)piperazin-1-yl][4-(1,1-dioxo-1λ6-isothiazolidin-2-yl)-2-methanesulfonylphenyl]methanone hydrobromide). Reaction SMILES: [CH3:1][C:2]1[CH:7]=[C:6]([CH3:8])[CH:5]=[CH:4][C:3]=1[N:9]1[CH2:14][CH2:13][N:12]([C:15]([C:17]2[CH:22]=[CH:21][C:20]([N:23]3[CH2:27][CH2:26][CH2:25][S:24]3(=[O:29])=[O:28])=[CH:19][C:18]=2[S:30]([CH3:33])(=[O:32])=[O:31])=[O:16])[CH2:11][CH2:10]1.[BrH:34].C(O)(=O)C.C(OCC)(=O)C>CC(C)=O>[BrH:34].[CH3:1][C:2]1[CH:7]=[C:6]([CH3:8])[CH:5]=[CH:4][C:3]=1[N:9]1[CH2:10][CH2:11][N:12]([C:15]([C:17]2[CH:22]=[CH:21][C:20]([N:23]3[CH2:27][CH2:26][CH2:25][S:24]3(=[O:28])=[O:29])=[CH:19][C:18]=2[S:30]([CH3:33])(=[O:32])=[O:31])=[O:16])[CH2:13][CH2:14]1 |f:1.2,5.6|. Procedure: [4-(2,4-Dimethylphenyl)piperazin-1-yl][4-(1,1-dioxo-1λ6-isothiazolidin-2-yl)-2-methanesulfonylphenyl]methanone (500 mg) described in Example 11 was dissolved in acetone (75 mL), hydrogen bromide/acetic acid solution (about 30%-containing, 0.3 mL) was added, and the mixture was stirred at room temperature. To the reaction mixture was added ethyl acetate, and the precipitate was collected by filtration to give the title compound (283 mg).